This data is from the Open Reaction Database (ORD), a public repository of structured organic reaction records. The task is: describe an organic reaction: reactants, conditions, products, and yield The reactants are O (water), ClC1=CC=2N(C(=N1)NCC(C)(O)C)N=C(C2)C2=NC1=CC(=CC=C1N=C2C)F (1-{[5-chloro-2-(7-fluoro-3-methylquinoxalin-2-yl)pyrazolo[1,5-c]pyrimidin-7-yl]amino}-2-methylpropan-2-ol), Cl.F[C@H]1CNCC1 ((R)-3-fluoropyrrolidine hydrochloride), N12CCCCCC2=NCCC1 (1,8-diazabicyclo[5.4.0]undec-7-ene). The solvent is CN1C(CCC1)=O (N-methylpyrrolidinone). Conditions: temperature 70 celsius. The product is FC1=CC=C2N=C(C(=NC2=C1)C1=NN2C(N=C(C=C2NCC(C)(O)C)N2C[C@@H](CC2)F)=C1)C (1-({2-(7-fluoro-3-methylquinoxalin-2-yl)-5-[(3R)-3-fluoropyrrolidin-1-yl]pyrazolo[1,5-a]pyrimidin-7-yl}amino)-2-methylpropan-2-ol). Reaction SMILES: ClC1N=[C:6]([NH:8][CH2:9][C:10]([CH3:13])([OH:12])[CH3:11])[N:5]2[N:14]=[C:15]([C:17]3[C:26]([CH3:27])=[N:25][C:24]4[C:19](=[CH:20][C:21]([F:28])=[CH:22][CH:23]=4)[N:18]=3)[CH:16]=[C:4]2C=1.Cl.[F:30][C@@H:31]1[CH2:35][CH2:34][NH:33][CH2:32]1.[N:36]12CCCN=C1CCC[CH2:38][CH2:37]2.O>CN1CCCC1=O>[F:28][C:21]1[CH:20]=[C:19]2[C:24]([N:25]=[C:26]([CH3:27])[C:17]([C:15]3[CH:16]=[C:4]4[N:36]=[C:37]([N:33]5[CH2:34][CH2:35][C@@H:31]([F:30])[CH2:32]5)[CH:38]=[C:6]([NH:8][CH2:9][C:10]([CH3:11])([OH:12])[CH3:13])[N:5]4[N:14]=3)=[N:18]2)=[CH:23][CH:22]=1 |f:1.2|. Reported procedure: A suspension of 1-{[5-chloro-2-(7-fluoro-3-methylquinoxalin-2-yl)pyrazolo[1,5-c]pyrimidin-7-yl]amino}-2-methylpropan-2-ol (170 mg, 0.424 mmol), (R)-3-fluoropyrrolidine hydrochloride (268 mg, 2.12 mmol), and 1,8-diazabicyclo[5.4.0]undec-7-ene (387 mg, 2.54 mmol) in N-methylpyrrolidinone (5.0 mL) was heated at 70° C. overnight. After being cooled to ambient temperature, the reaction mixture was diluted with ice-cooled water. The resulting precipitate was collected and washed with water to give 1-(... As a reaction SMILES: [Cl:1][CH2:2][c:3]1[s:4][c:5](-[c:8]2[cH:9][cH:10][n:11][nH:12]2)[n:6][n:7]1.[N-:14]=[N+:15]=[N-:16].[Na+:13].[O:17]=[CH:18][N:19]([CH3:20])[CH3:21]>>[CH2:2]([c:3]1[s:4][c:5](-[c:8]2[cH:9][cH:10][n:11][nH:12]2)[n:6][n:7]1)[N:14]=[N+:15]=[N-:16]. Reactants: ClCc1nnc(-c2ccn[nH]2)s1, [N-]=[N+]=[N-], [Na+], CN(C)C=O. The product is [N-]=[N+]=NCc1nnc(-c2ccn[nH]2)s1. The reactants are CC(=O)C1=C(C)Nc2cc[nH]c(=O)c2C1c1ccc([N+](=O)[O-])cc1C(F)(F)F, C1CCOC1, CO, CCOS(=O)(=O)C(F)(F)F. The product is CCOc1nccc2c1C(c1ccc([N+](=O)[O-])cc1C(F)(F)F)C(C(C)=O)=C(C)N2. RXN SMILES: [C:1]([CH3:2])(=[O:3])[C:4]1=[C:5]([CH3:28])[NH:6][c:7]2[cH:8][cH:9][nH:10][c:11](=[O:27])[c:12]2[CH:13]1[c:14]1[c:15]([C:23]([F:24])([F:25])[F:26])[cH:16][c:17]([N+:20](=[O:21])[O-:22])[cH:18][cH:19]1.[CH2:41]1[O:42][CH2:43][CH2:44][CH2:45]1.[CH3:39][OH:40].[F:29][C:30]([F:31])([F:32])[S:33]([O:34][CH2:35][CH3:36])(=[O:37])=[O:38]>>[C:1]([CH3:2])(=[O:3])[C:4]1=[C:5]([CH3:28])[NH:6][c:7]2[cH:8][cH:9][n:10][c:11]([O:27][CH2:35][CH3:36])[c:12]2[CH:13]1[c:14]1[c:15]([C:23]([F:24])([F:25])[F:26])[cH:16][c:17]([N+:20](=[O:21])[O-:22])[cH:18][cH:19]1. The reactants are FC(C(F)(F)F)(C1=NN(C(=C1)NC(OC1=CC=CC=C1)=O)C1=CC=CC=C1)F (phenyl 3-(perfluoroethyl)-1-phenyl-1H-pyrazol-5-ylcarbamate), COC=1C=C2C(=NC=NC2=CC1OC)OC=1C=C(N)C=CC1 (3-(6,7-dimethoxyquinazolin-4-yloxy)aniline), C(C)N(CC)C(C)C (N,N-diethylisopropylamine). Solvent: C1CCOC1 (THF). Run at temperature 60 celsius. Product: FC(C(F)(F)F)(C1=NN(C(=C1)NC(N)=O)C1=CC=CC=C1)F (3-(3-(perfluoroethyl)-1-phenyl-1H-pyrazol-5-yl)urea). Yield: 73.5%. Reaction SMILES: [F:1][C:2]([F:28])([C:7]1[CH:11]=[C:10]([NH:12][C:13](=O)[O:14]C2C=CC=CC=2)[N:9]([C:22]2[CH:27]=[CH:26][CH:25]=[CH:24][CH:23]=2)[N:8]=1)[C:3]([F:6])([F:5])[F:4].COC1C=C2C(=CC=1OC)N=C[N:35]=C2OC1C=C(C=CC=1)N.C(N(C(C)C)CC)C>C1COCC1>[F:28][C:2]([F:1])([C:7]1[CH:11]=[C:10]([NH:12][C:13](=[O:14])[NH2:35])[N:9]([C:22]2[CH:23]=[CH:24][CH:25]=[CH:26][CH:27]=2)[N:8]=1)[C:3]([F:5])([F:6])[F:4]. Procedure: A stirred mixture of phenyl 3-(perfluoroethyl)-1-phenyl-1H-pyrazol-5-ylcarbamate (199 mg, 0.50 mmol), 3-(6,7-dimethoxyquinazolin-4-yloxy)aniline (prepared as described in Example 113A) (100 mg, 0.34 mmol), N,N-diethylisopropylamine (88 mg, 0.68 mmol) in THF (1 mL) was heated at 60° C. for 15 h. After cooling to rt, the reaction mixture was partitioned between saturated aqueous sodium hydrogen carbonate solution and dichloromethane. The organic layer was separated, dried over magnesium sulfate an... As a reaction SMILES: [CH3:1][O:2][C:3]1[CH:8]=[CH:7][C:6]([C:9]2[CH:10]=[C:11](C(O)=O)[NH:12][C:13]=2[C:14]2[CH:19]=[CH:18][C:17]([O:20][CH3:21])=[CH:16][CH:15]=2)=[CH:5][CH:4]=1.[F:25][C:26]([F:30])([F:29])[S:27]Cl>CCOCC>[CH3:1][O:2][C:3]1[CH:8]=[CH:7][C:6]([C:9]2[CH:10]=[C:11]([S:27][C:26]([F:30])([F:29])[F:25])[NH:12][C:13]=2[C:14]2[CH:19]=[CH:18][C:17]([O:20][CH3:21])=[CH:16][CH:15]=2)=[CH:5][CH:4]=1. Yields the product COC1=CC=C(C=C1)C=1C=C(NC1C1=CC=C(C=C1)OC)SC(F)(F)F (4,5-Bis(4-methoxyphenyl)-2-(trifluoromethylthio)pyrrole). The solvent is CCOCC (ether). Reactants: COC1=CC=C(C=C1)C=1C=C(NC1C1=CC=C(C=C1)OC)C(=O)O (4,5-bis(4-methoxyphenyl)pyrrole-2-carboxylic acid), FC(SCl)(F)F (trifluoromethanesulfenyl chloride), FC(SCl)(F)F (trifluoromethanesulfenyl chloride). Conditions: time 15 minute. Procedure details: To a solution of 0.3 g (1 m mole) of 4,5-bis(4-methoxyphenyl)pyrrole-2-carboxylic acid in 5 ml ether/5 ml THF at -78° was added as a gas 0.3 g of trifluoromethanesulfenyl chloride. After 15 minutes, TLC showed no evidence of reaction, so a large excess of trifluoromethanesulfenyl chloride was added and the mixture was allowed to warm slowly to room temperature overnight, with a dry ice condenser attached for the first few hours. The reaction mixture was concentrated under reduced pressure and th... Reactants: Brc1nccs1, CC(C)(C)P(C(C)(C)C)C(C)(C)C, Cc1ccccc1, O=C([O-])C(F)(F)F, O=C([O-])C(F)(F)F, [K+], [K+], [K+], COCCCN1C(=O)COc2ccc(COC3CN(C(=O)OCc4ccccc4)CCC3c3ccc(OC4CNC4)cc3)cc21, O, O=P([O-])([O-])[O-], [Pd+2]. Yields the product COCCCN1C(=O)COc2ccc(COC3CN(C(=O)OCc4ccccc4)CCC3c3ccc(OC4CN(c5nccs5)C4)cc3)cc21. As a reaction SMILES: [Br:67][c:68]1[s:69][cH:70][cH:71][n:72]1.[C:1]([P:2]([C:3]([CH3:4])([CH3:5])[CH3:6])[C:7]([CH3:8])([CH3:9])[CH3:10])([CH3:11])([CH3:12])[CH3:13].[CH3:89][c:90]1[cH:91][cH:92][cH:93][cH:94][cH:95]1.[F:74][C:75]([F:76])([F:77])[C:78]([O-:79])=[O:80].[F:82][C:83]([F:84])([F:85])[C:86]([O-:87])=[O:88].[K+:64].[K+:65].[K+:66].[NH:14]1[CH2:15][CH:16]([O:18][c:19]2[cH:20][cH:21][c:22]([CH:25]3[CH:26]([O:41][CH2:42][c:43]4[cH:44][cH:45][c:46]5[c:47]([cH:58]4)[N:48]([CH2:53][CH2:54][CH2:55][O:56][CH3:57])[C:49](=[O:52])[CH2:50][O:51]5)[CH2:27][N:28]([C:31](=[O:32])[O:33][CH2:34][c:35]4[cH:36][cH:37][cH:38][cH:39][cH:40]4)[CH2:29][CH2:30]3)[cH:23][cH:24]2)[CH2:17]1.[OH2:73].[P:59]([O-:60])([O-:61])([O-:62])=[O:63].[Pd+2:81]>>[N:14]1([c:68]2[s:69][cH:70][cH:71][n:72]2)[CH2:15][CH:16]([O:18][c:19]2[cH:20][cH:21][c:22]([CH:25]3[CH:26]([O:41][CH2:42][c:43]4[cH:44][cH:45][c:46]5[c:47]([cH:58]4)[N:48]([CH2:53][CH2:54][CH2:55][O:56][CH3:57])[C:49](=[O:52])[CH2:50][O:51]5)[CH2:27][N:28]([C:31](=[O:32])[O:33][CH2:34][c:35]4[cH:36][cH:37][cH:38][cH:39][cH:40]4)[CH2:29][CH2:30]3)[cH:23][cH:24]2)[CH2:17]1.